From a dataset of the Open Reaction Database (ORD), a public repository of structured organic reaction records. describe an organic reaction: reactants, conditions, products, and yield Starting materials: BrC=1C=C(C=NC1)C(=O)NC=1OC(=NN1)C=1OC=CC1 (5-bromo-N-[5-(2-furyl)-1,3,4-oxadiazol-2-yl]-3-pyridinecarboxamide), C(C)C1=CC=C(C=C1)C1=CC=C(C=C1)B(O)O (4′-ethyl-4-biphenylboronic acid). The product is C(C)C1=CC=C(C=C1)C1=CC=C(C=C1)C=1C=C(C=NC1)C(=O)NC=1OC(=NN1)C=1OC=CC1 (5-(4′-Ethyl-4-biphenylyl)-N-[5-(2-furyl)-1,3,4-oxadiazol-2-yl]-3-pyridinecarboxamide). Reaction SMILES: Br[C:2]1[CH:3]=[C:4]([C:8]([NH:10][C:11]2[O:12][C:13]([C:16]3[O:17][CH:18]=[CH:19][CH:20]=3)=[N:14][N:15]=2)=[O:9])[CH:5]=[N:6][CH:7]=1.[CH2:21]([C:23]1[CH:28]=[CH:27][C:26]([C:29]2[CH:34]=[CH:33][C:32](B(O)O)=[CH:31][CH:30]=2)=[CH:25][CH:24]=1)[CH3:22]>>[CH2:21]([C:23]1[CH:28]=[CH:27][C:26]([C:29]2[CH:34]=[CH:33][C:32]([C:2]3[CH:3]=[C:4]([C:8]([NH:10][C:11]4[O:12][C:13]([C:16]5[O:17][CH:18]=[CH:19][CH:20]=5)=[N:14][N:15]=4)=[O:9])[CH:5]=[N:6][CH:7]=3)=[CH:31][CH:30]=2)=[CH:25][CH:24]=1)[CH3:22]. Procedure: The title compound was synthesized in accordance with the synthesis method of compound Ia-50, using 5-bromo-N-[5-(2-furyl)-1,3,4-oxadiazol-2-yl]-3-pyridinecarboxamide prepared in Reference Example 8 instead of compound Ia-50 and using commercially available 4′-ethyl-4-biphenylboronic acid instead of 1-methyl-5-indoleboronic acid pinacol ester. Reactants: COc1ccc2c3c1OC1C(=O)CC(C)C4(OC)C(C2)N(C#N)CCC314, Cl. Yields the product Cl, COc1ccc2c3c1OC1C(=O)CC(C)C4(OC)C(C2)NCCC314. As a reaction SMILES: [C:1](#[N:2])[N:3]1[CH:4]2[C:5]3([O:25][CH3:26])[CH:6]([CH3:24])[CH2:7][C:8](=[O:23])[CH:9]4[C:10]3([c:11]3[c:12]([c:13]([O:18][CH3:19])[cH:14][cH:15][c:16]3[CH2:17]2)[O:20]4)[CH2:21][CH2:22]1.[ClH:27]>>[ClH:27].[NH:3]1[CH:4]2[C:5]3([O:25][CH3:26])[CH:6]([CH3:24])[CH2:7][C:8](=[O:23])[CH:9]4[C:10]3([c:11]3[c:12]([c:13]([O:18][CH3:19])[cH:14][cH:15][c:16]3[CH2:17]2)[O:20]4)[CH2:21][CH2:22]1.